The task is: describe an organic reaction: reactants, conditions, products, and yield. This data is from the Open Reaction Database (ORD), a public repository of structured organic reaction records. The reactants are BrCC1=C(C(=O)OCC)C=CN=C1Cl (ethyl 3-(bromomethyl)-2-chloroisonicotinate), Cl.CC=1C=C(N=NC1OCC(C(F)F)(F)F)C(C)N (1-(5-methyl-6-(2,2,3,3-tetrafluoropropoxy)pyridazin-3-yl)ethanamine hydrochloride). Yields the product ClC1=NC=CC2=C1CN(C2=O)C(C)C=2N=NC(=C(C2)C)OCC(C(F)F)(F)F (4-chloro-2-(1-(5-methyl-6-(2,2,3,3-tetrafluoropropoxy)pyridazin-3-yl)ethyl)-2,3-dihydro-1H-pyrrolo[3,4-c]pyridin-1-one). Isolated yield 74.0%. Reaction SMILES: Br[CH2:2][C:3]1[C:13]([Cl:14])=[N:12][CH:11]=[CH:10][C:4]=1[C:5]([O:7]CC)=O.Cl.[CH3:16][C:17]1[CH:18]=[C:19]([CH:31]([NH2:33])[CH3:32])[N:20]=[N:21][C:22]=1[O:23][CH2:24][C:25]([F:30])([F:29])[CH:26]([F:28])[F:27]>>[Cl:14][C:13]1[C:3]2[CH2:2][N:33]([CH:31]([C:19]3[N:20]=[N:21][C:22]([O:23][CH2:24][C:25]([F:29])([F:30])[CH:26]([F:28])[F:27])=[C:17]([CH3:16])[CH:18]=3)[CH3:32])[C:5](=[O:7])[C:4]=2[CH:10]=[CH:11][N:12]=1 |f:1.2|. Reported procedure: The title compound is prepared in 74% yield (612 mg, orange oil) from ethyl 3-(bromomethyl)-2-chloroisonicotinate (605 mg, 2.17 mmol, Step-1 of Intermediate-1) and 1-(5-methyl-6-(2,2,3,3-tetrafluoropropoxy)pyridazin-3-yl)ethanamine hydrochloride (600 mg, 1.98 mmol, Amine-77, single enantiomer) in a similar manner to Intermediate-2. The reactants are [H-].[H-].[H-].[H-].[Li+].[Al+3] (LiAlH4), Example 41, O[C@H](CC#N)C1=NC(=CC=C1)OCCC1=CC=CC=C1 ((R)-3-hydroxy-3-(6-phenethoxypyridin-2-yl)propanenitrile), N.CO.C(Cl)Cl (NH3 MeOH CH2Cl2). The product is NCC[C@@H](O)C1=NC(=CC=C1)OCCC1=CC=CC=C1 ((R)-3-amino-1-(6-phenethoxypyridin-2-yl)propan-1-ol). RXN SMILES: [H-].[H-].[H-].[H-].[Li+].[Al+3].[OH:7][C@@H:8]([C:12]1[CH:17]=[CH:16][CH:15]=[C:14]([O:18][CH2:19][CH2:20][C:21]2[CH:26]=[CH:25][CH:24]=[CH:23][CH:22]=2)[N:13]=1)[CH2:9][C:10]#[N:11].N.CO.C(Cl)Cl>>[NH2:11][CH2:10][CH2:9][C@H:8]([C:12]1[CH:17]=[CH:16][CH:15]=[C:14]([O:18][CH2:19][CH2:20][C:21]2[CH:22]=[CH:23][CH:24]=[CH:25][CH:26]=2)[N:13]=1)[OH:7] |f:0.1.2.3.4.5,7.8.9|. Procedure: LiAlH4 reduction of (R)-3-hydroxy-3-(6-phenethoxypyridin-2-yl)propanenitrile following the method described in Example 1 gave after flash chromatography purification (20%-30% 7N NH3/MeOH—CH2Cl2 gradient) Example 41 as a colorless oil. Yield (0.13 g, 21%); 1H NMR (400 MHz, DMSO-d6) δ 7.62 (t, J=8.0 Hz, 1H), 7.28-7.16 (m, 5H), 7.02 (d, J=8.0 Hz, 1H), 6.60 (d, J=8.0 Hz, 1H), 4.70-4.68 (m, 1H), 4.78 (t, J=7.2 Hz, 2H), 3.05 (t, J=7.2 Hz, 2H), 2.78 (t, J=6.8 Hz, 2H), 2.04-1.82 (m, 2H); RP-HPLC tR=7.83... Reactants: COC(=O)CCC(CCCCOCc1ccccc1)CCOc1cccnc1, C1=CCCCC1, CCO, [OH-], [OH-], [Pd+2]. Yields the product COC(=O)CCC(CCCCO)CCOc1cccnc1. RXN SMILES: [CH2:1]([c:2]1[cH:3][cH:4][cH:5][cH:6][cH:7]1)[O:8][CH2:9][CH2:10][CH2:11][CH2:12][CH:13]([CH2:14][CH2:15][C:16](=[O:17])[O:18][CH3:19])[CH2:20][CH2:21][O:22][c:23]1[cH:24][n:25][cH:26][cH:27][cH:28]1.[CH2:29]1[CH2:30][CH:31]=[CH:32][CH2:33][CH2:34]1.[CH3:35][CH2:36][OH:37].[OH-:38].[OH-:40].[Pd+2:39]>>[OH:8][CH2:9][CH2:10][CH2:11][CH2:12][CH:13]([CH2:14][CH2:15][C:16](=[O:17])[O:18][CH3:19])[CH2:20][CH2:21][O:22][c:23]1[cH:24][n:25][cH:26][cH:27][cH:28]1. RXN SMILES: [CH3:1][c:2]1[cH:3][c:4]2[c:5]([c:6]3[cH:7][cH:8][c:9](=[O:12])[nH:10][c:11]13)[O:13][CH:14]([CH:16]=[CH2:17])[CH2:15]2.[CH:18]12[BH:19][CH:20]([CH2:21][CH2:22][CH2:23]1)[CH2:24][CH2:25][CH2:26]2.[O:29]1[CH2:30][CH2:31][CH2:32][CH2:33]1.[OH:27][OH:28]>>[CH3:1][c:2]1[cH:3][c:4]2[c:5]([c:6]3[cH:7][cH:8][c:9](=[O:12])[nH:10][c:11]13)[O:13][CH:14]([CH2:16][CH2:17][OH:27])[CH2:15]2. Reactants: C=CC1Cc2cc(C)c3[nH]c(=O)ccc3c2O1, B1C2CCCC1CCC2, C1CCOC1, OO. Product: Cc1cc2c(c3ccc(=O)[nH]c13)OC(CCO)C2. The reactants are CCOC(=O)c1ccc(Br)cc1, C#C[Si](C)(C)C, C1CCOC1, CC(C)NC(C)C, Cl[Pd]Cl, c1ccc(P(c2ccccc2)c2ccccc2)cc1, c1ccc(P(c2ccccc2)c2ccccc2)cc1. Product: CCOC(=O)c1ccc(C#C[Si](C)(C)C)cc1. Reaction SMILES: [Br:1][c:2]1[cH:3][cH:4][c:5]([C:6](=[O:7])[O:8][CH2:9][CH3:10])[cH:11][cH:12]1.[C:13](#[CH:14])[Si:15]([CH3:16])([CH3:17])[CH3:18].[CH2:26]1[O:27][CH2:28][CH2:29][CH2:30]1.[CH:19]([NH:20][CH:21]([CH3:22])[CH3:23])([CH3:24])[CH3:25].[Pd:31]([Cl:32])[Cl:33].[c:34]1([P:35]([c:36]2[cH:37][cH:38][cH:39][cH:40][cH:41]2)[c:42]2[cH:43][cH:44][cH:45][cH:46][cH:47]2)[cH:48][cH:49][cH:50][cH:51][cH:52]1.[c:53]1([P:54]([c:55]2[cH:56][cH:57][cH:58][cH:59][cH:60]2)[c:61]2[cH:62][cH:63][cH:64][cH:65][cH:66]2)[cH:67][cH:68][cH:69][cH:70][cH:71]1>>[c:2]1([C:14]#[C:13][Si:15]([CH3:16])([CH3:17])[CH3:18])[cH:3][cH:4][c:5]([C:6](=[O:7])[O:8][CH2:9][CH3:10])[cH:11][cH:12]1. The reactants are CCOC(C)=O, COCCCc1cccc2c1OCCN(C(=O)OC(C)(C)C)C2, CCOC(C)=O, Cl. Yields the product COCCCc1cccc2c1OCCNC2, Cl. RXN SMILES: [C:24]([O:25][CH2:26][CH3:27])(=[O:28])[CH3:29].[CH3:1][O:2][CH2:3][CH2:4][CH2:5][c:6]1[cH:7][cH:8][cH:9][c:10]2[c:16]1[O:15][CH2:14][CH2:13][N:12]([C:17]([O:18][C:19]([CH3:20])([CH3:21])[CH3:22])=[O:23])[CH2:11]2.[CH3:31][CH2:32][O:33][C:34](=[O:35])[CH3:36].[ClH:30]>>[CH3:1][O:2][CH2:3][CH2:4][CH2:5][c:6]1[cH:7][cH:8][cH:9][c:10]2[c:16]1[O:15][CH2:14][CH2:13][NH:12][CH2:11]2.[ClH:30]. Reactants: CC(C)=CCBr, [Li]CCCC, CCCCCC, CC(C)NC(C)C, COC(=O)c1ccc(N)c(I)c1, C1CCOC1. Product: COC(=O)c1ccc(NCC=C(C)C)c(I)c1. RXN SMILES: [Br:25][CH2:26][CH:27]=[C:28]([CH3:29])[CH3:30].[CH2:8]([Li:9])[CH2:10][CH2:11][CH3:12].[CH3:36][CH2:37][CH2:38][CH2:39][CH2:40][CH3:41].[CH:1]([NH:2][CH:3]([CH3:4])[CH3:5])([CH3:6])[CH3:7].[NH2:13][c:14]1[c:15]([I:24])[cH:16][c:17]([C:18](=[O:19])[O:20][CH3:21])[cH:22][cH:23]1.[O:31]1[CH2:32][CH2:33][CH2:34][CH2:35]1>>[NH:13]([c:14]1[c:15]([I:24])[cH:16][c:17]([C:18](=[O:19])[O:20][CH3:21])[cH:22][cH:23]1)[CH2:26][CH:27]=[C:28]([CH3:29])[CH3:30].